describe an organic reaction: reactants, conditions, products, and yield From a dataset of the Open Reaction Database (ORD), a public repository of structured organic reaction records. Starting materials: COC=1C=C2CCN3C(C2=CC1)=NC=C(C3=O)C(=O)OCC (ethyl 6,7-dihydro-9-methoxy-4-oxo-4H-pyrimido[2,1-a]isoquinoline-3-carboxylate). Reagents/catalysts: [Pd] (palladium on carbon). Solvent: CC=1C=CC(=CC1)C(C)C (p-cymene). Yields the product COC=1C=C2C=CN3C(C2=CC1)=NC=C(C3=O)C(=O)OCC (ethyl 9-methoxy-4-oxo-4H-pyrimido[2,1-a]isoquinoline-3-carboxylate). Isolated yield 81.0%. As a reaction SMILES: [CH3:1][O:2][C:3]1[CH:4]=[C:5]2[C:10](=[CH:11][CH:12]=1)[C:9]1=[N:13][CH:14]=[C:15]([C:18]([O:20][CH2:21][CH3:22])=[O:19])[C:16](=[O:17])[N:8]1[CH2:7][CH2:6]2>CC1C=CC(C(C)C)=CC=1.[Pd]>[CH3:1][O:2][C:3]1[CH:4]=[C:5]2[C:10](=[CH:11][CH:12]=1)[C:9]1=[N:13][CH:14]=[C:15]([C:18]([O:20][CH2:21][CH3:22])=[O:19])[C:16](=[O:17])[N:8]1[CH:7]=[CH:6]2. Procedure details: A stirred mixture of ethyl 6,7-dihydro-9-methoxy-4-oxo-4H-pyrimido[2,1-a]isoquinoline-3-carboxylate (510 mgs.) in p-cymene (25 ml.) containing 10% palladium on carbon (150 mgs.) was refluxed for 7 hours. The mixture was flash evaporated to dryness and the residue extracted with boiling ethanol. The combined extracts were filtered and concentrated by boiling to give flocculent colorless needles of ethyl 9-methoxy-4-oxo-4H-pyrimido[2,1-a]isoquinoline-3-carboxylate: 420 mgs. (81% yield), m.p. 211.5...